describe an organic reaction: reactants, conditions, products, and yield From a dataset of the Open Reaction Database (ORD), a public repository of structured organic reaction records. The product is O=[N+]([O-])c1cnc(Cl)c(Cl)c1. As a reaction SMILES: [CH3:12][C:13]#[N:14].[Cl:1][c:2]1[c:3]([OH:11])[n:4][cH:5][c:6]([N+:8](=[O:9])[O-:10])[cH:7]1.[OH2:20].[P:15]([Cl:16])([Cl:17])([Cl:18])=[O:19]>>[Cl:1][c:2]1[c:3]([Cl:17])[n:4][cH:5][c:6]([N+:8](=[O:9])[O-:10])[cH:7]1. Starting materials: CC#N, O=[N+]([O-])c1cnc(O)c(Cl)c1, O, O=P(Cl)(Cl)Cl. Reactants: O1C(=CC=C1)C(=O)NC1=C2C(N(C(C2=CC=C1)=O)C1C(NC(C(C1)OC(C)=O)=O)=O)=O (3-[4-(2-furylcarbonylamino)-1,3-dioxoisoindolin-2-yl]-2,6-dioxo-5-acetoxypiperidine), C1(=CC=C(C=C1)S(=O)(=O)O)C (p-toluenesulfonic acid). Run in CO (methanol). Yields the product O1C(=CC=C1)C(=O)NC1=C2C(N(C(C2=CC=C1)=O)C1C(NC(C(C1)O)=O)=O)=O (3-[4-(2-furylcarbonylamino)-1,3-dioxoisoindolin-2-yl]-2,6-dioxo-5-hydroxypiperidine). RXN SMILES: [O:1]1[CH:5]=[CH:4][CH:3]=[C:2]1[C:6]([NH:8][C:9]1[CH:17]=[CH:16][CH:15]=[C:14]2[C:10]=1[C:11](=[O:31])[N:12]([CH:19]1[CH2:24][CH:23]([O:25]C(=O)C)[C:22](=[O:29])[NH:21][C:20]1=[O:30])[C:13]2=[O:18])=[O:7].C1(C)C=CC(S(O)(=O)=O)=CC=1>CO>[O:1]1[CH:5]=[CH:4][CH:3]=[C:2]1[C:6]([NH:8][C:9]1[CH:17]=[CH:16][CH:15]=[C:14]2[C:10]=1[C:11](=[O:31])[N:12]([CH:19]1[CH2:24][CH:23]([OH:25])[C:22](=[O:29])[NH:21][C:20]1=[O:30])[C:13]2=[O:18])=[O:7]. Reported procedure: A solution of 3-[4-(2-furylcarbonylamino)-1,3-dioxoisoindolin-2-yl]-2,6-dioxo-5-acetoxypiperidine (1.33 g, 3.5 mmol) and p-toluenesulfonic acid (0.33 g, 1.8 mmol) in methanol (20 mL) is heated at reflux for 5 hours. The solvent is removed in vacuo to give 3-[4-(2-furylcarbonylamino)-1,3-dioxoisoindolin-2-yl]-2,6-dioxo-5-hydroxypiperidine which is further purified by column chromatography. Reactants: COC(=O)c1cc(Br)ncc1F, C[Al](C)C, CCOC(C)=O, [Cl-], [NH4+], C1CCOC1. Yields the product COC(=O)c1cc(C)ncc1F. Reaction SMILES: [Br:1][c:2]1[cH:3][c:4]([C:5](=[O:6])[O:7][CH3:8])[c:9]([F:12])[cH:10][n:11]1.[CH3:18][Al:19]([CH3:20])[CH3:21].[CH3:24][CH2:25][O:26][C:27]([CH3:28])=[O:29].[Cl-:22].[NH4+:23].[O:13]1[CH2:14][CH2:17][CH2:16][CH2:15]1>>[c:2]1([CH3:14])[cH:3][c:4]([C:5](=[O:6])[O:7][CH3:8])[c:9]([F:12])[cH:10][n:11]1. Reactants: CC(C)(C)c1nc2cc(S(=O)(=O)Cl)ccc2n1CC1CCOCC1, CN(C)c1ccncc1, CC#N, CC(C)(C)OC(=O)NC1CNC1. Product: CC(C)(C)OC(=O)NC1CN(S(=O)(=O)c2ccc3c(c2)nc(C(C)(C)C)n3CC2CCOCC2)C1. RXN SMILES: [C:1]([CH3:2])([CH3:3])([CH3:4])[c:5]1[n:6][c:7]2[c:8]([n:9]1[CH2:10][CH:11]1[CH2:12][CH2:13][O:14][CH2:15][CH2:16]1)[cH:17][cH:18][c:19]([S:21](=[O:22])(=[O:23])[Cl:24])[cH:20]2.[CH3:37][N:38]([c:39]1[cH:40][cH:41][n:42][cH:43][cH:44]1)[CH3:45].[CH3:46][C:47]#[N:48].[NH:25]1[CH2:26][CH:27]([NH:29][C:30]([O:31][C:32]([CH3:33])([CH3:34])[CH3:35])=[O:36])[CH2:28]1>>[C:1]([CH3:2])([CH3:3])([CH3:4])[c:5]1[n:6][c:7]2[c:8]([n:9]1[CH2:10][CH:11]1[CH2:12][CH2:13][O:14][CH2:15][CH2:16]1)[cH:17][cH:18][c:19]([S:21](=[O:22])(=[O:23])[N:25]1[CH2:26][CH:27]([NH:29][C:30]([O:31][C:32]([CH3:33])([CH3:34])[CH3:35])=[O:36])[CH2:28]1)[cH:20]2. Starting materials: ClC=1C=C(C(=O)O)C=CC1C(NC1=CC(=C(C=C1)Cl)C1=NC=CC=C1)=O (3-chloro-4-(4-chloro-3-(pyridin-2-yl)phenylcarbamoyl)benzoic acid), CN1CCNCC1 (1-methylpiperazine). Yields the product ClC1=C(C(=O)NC2=CC(=C(C=C2)Cl)C2=NC=CC=C2)C=CC(=C1)C(=O)N1CCN(CC1)C (2-chloro-N-(4-chloro-3-(pyridin-2-yl)phenyl)-4-(4-methylpiperazine-1-carbonyl)benzamide). As a reaction SMILES: [Cl:1][C:2]1[CH:3]=[C:4]([CH:8]=[CH:9][C:10]=1[C:11](=[O:26])[NH:12][C:13]1[CH:18]=[CH:17][C:16]([Cl:19])=[C:15]([C:20]2[CH:25]=[CH:24][CH:23]=[CH:22][N:21]=2)[CH:14]=1)[C:5]([OH:7])=O.[CH3:27][N:28]1[CH2:33][CH2:32][NH:31][CH2:30][CH2:29]1>>[Cl:1][C:2]1[CH:3]=[C:4]([C:5]([N:31]2[CH2:32][CH2:33][N:28]([CH3:27])[CH2:29][CH2:30]2)=[O:7])[CH:8]=[CH:9][C:10]=1[C:11]([NH:12][C:13]1[CH:18]=[CH:17][C:16]([Cl:19])=[C:15]([C:20]2[CH:25]=[CH:24][CH:23]=[CH:22][N:21]=2)[CH:14]=1)=[O:26]. Procedure details: 50 mg of 3-chloro-4-(4-chloro-3-(pyridin-2-yl)phenylcarbamoyl)benzoic acid was coupled to 1-methylpiperazine via Procedure G. The product was purified on reverse phase HPLC to yield 2-chloro-N-(4-chloro-3-(pyridin-2-yl)phenyl)-4-(4-methylpiperazine-1-carbonyl)benzamide. MS (Q1) 469 (M)+. Reactants: Cc1ccccc1, CCOC(C)=O, O=C(CCCl)Cc1cccs1, c1c[nH]cn1. Yields the product O=C(CCn1ccnc1)Cc1cccs1, Cl. RXN SMILES: [CH3:17][c:18]1[cH:19][cH:20][cH:21][cH:22][cH:23]1.[CH3:24][CH2:25][O:26][C:27](=[O:28])[CH3:29].[Cl:1][CH2:2][CH2:3][C:4]([CH2:5][c:6]1[s:7][cH:8][cH:9][cH:10]1)=[O:11].[nH:12]1[cH:13][n:14][cH:15][cH:16]1>>[CH2:2]([CH2:3][C:4]([CH2:5][c:6]1[s:7][cH:8][cH:9][cH:10]1)=[O:11])[n:12]1[cH:13][n:14][cH:15][cH:16]1.[ClH:1]. Starting materials: COC(=O)c1ccc(CBr)c(OC(C)C)c1, CN(C)C=O, CCOC(C)=O, [H-], [I-], [Na+], [Na+], c1ccc(-c2cc(-c3ccccc3)[nH]n2)cc1. Product: COC(=O)c1ccc(Cn2nc(-c3ccccc3)cc2-c2ccccc2)c(OC(C)C)c1. RXN SMILES: [Br:22][CH2:23][c:24]1[c:25]([O:34][CH:35]([CH3:36])[CH3:37])[cH:26][c:27]([C:28](=[O:29])[O:30][CH3:31])[cH:32][cH:33]1.[CH3:38][N:39]([CH3:40])[CH:41]=[O:42].[CH3:43][CH2:44][O:45][C:46](=[O:47])[CH3:48].[H-:18].[I-:21].[Na+:19].[Na+:20].[c:1]1(-[c:7]2[n:8][nH:9][c:10](-[c:12]3[cH:13][cH:14][cH:15][cH:16][cH:17]3)[cH:11]2)[cH:2][cH:3][cH:4][cH:5][cH:6]1>>[c:1]1(-[c:7]2[n:8][n:9]([CH2:23][c:24]3[c:25]([O:34][CH:35]([CH3:36])[CH3:37])[cH:26][c:27]([C:28](=[O:29])[O:30][CH3:31])[cH:32][cH:33]3)[c:10](-[c:12]3[cH:13][cH:14][cH:15][cH:16][cH:17]3)[cH:11]2)[cH:2][cH:3][cH:4][cH:5][cH:6]1. The reactants are CCO, [Cl-], [Fe], O=[N+]([O-])c1cccc2nn(CCN3CCCC3)cc12, [NH4+], O. Product: Nc1cccc2nn(CCN3CCCC3)cc12. RXN SMILES: [CH3:23][CH2:24][OH:25].[Cl-:20].[Fe:22].[N+:1]([O-:2])(=[O:3])[c:4]1[c:5]2[cH:6][n:7]([CH2:13][CH2:14][N:15]3[CH2:16][CH2:17][CH2:18][CH2:19]3)[n:8][c:9]2[cH:10][cH:11][cH:12]1.[NH4+:21].[OH2:26]>>[NH2:1][c:4]1[c:5]2[cH:6][n:7]([CH2:13][CH2:14][N:15]3[CH2:16][CH2:17][CH2:18][CH2:19]3)[n:8][c:9]2[cH:10][cH:11][cH:12]1. The reactants are C(C1=CC=CC=C1)C1=C(C=CC(=C1)Cl)O (2-Benzyl-4-chlorophenol), C1C(C)O1 (propylene oxide). The reagents and catalysts are [OH-].[Na+] (sodium hydroxide). Product: C(C1=CC=CC=C1)C1=C(OCC(C)O)C=CC(=C1)Cl (1-(2-benzyl-4-chlorophenoxy)propan-2-ol). Reaction SMILES: [CH2:1]([C:8]1[CH:13]=[C:12]([Cl:14])[CH:11]=[CH:10][C:9]=1[OH:15])[C:2]1[CH:7]=[CH:6][CH:5]=[CH:4][CH:3]=1.[CH2:16]1[O:19][CH:17]1[CH3:18]>[OH-].[Na+]>[CH2:1]([C:8]1[CH:13]=[C:12]([Cl:14])[CH:11]=[CH:10][C:9]=1[O:15][CH2:16][CH:17]([OH:19])[CH3:18])[C:2]1[CH:3]=[CH:4][CH:5]=[CH:6][CH:7]=1 |f:2.3|. Procedure details: 2-Benzyl-4-chlorophenol (43.7 parts) is propoxylated with propylene oxide (12.6 parts) using sodium hydroxide (0.2 part) as catalyst at 145° C. in a manner similar to that used in Example 10 to give 1-(2-benzyl-4-chlorophenoxy)propan-2-ol (16.3 parts)